Task: describe an organic reaction: reactants, conditions, products, and yield. Dataset: the Open Reaction Database (ORD), a public repository of structured organic reaction records Reported procedure: A stock solution of Example 23e and N,N-diisopropylethylamine (0.08 M and 0.16 M in dichloromethane, respectively, 500 μL, 0.042 mmol Example 23e and 0.083 mmol N,N-diisopropylethylamine), and benzenesulfonyl chloride (0.40 M in dichloromethane, 239 μL, 0.096 mmol) were mixed and stirred at ambient temperature overnight. The reaction mixture was concentrated, dissolved in methanol (1 mL) and injected on the reverse phase HPLC(C8, acetonitrile/water (0.1% TFA), 5-100%) to yield the title compound... Reaction SMILES: [NH2:1][C:2]1[CH:3]=[CH:4][N:5]([CH3:27])[C:6]2[C:7]=1[CH:8]=[CH:9][C:10]1[N:19]([C:20]3[CH:25]=[CH:24][C:23]([F:26])=[CH:22][CH:21]=3)[CH2:18][CH:17]=[C:12]3[NH:13][C:14](=[O:16])[C:15]=2[C:11]=13.C(N(CC)C(C)C)(C)C.[C:37]1([S:43](Cl)(=[O:45])=[O:44])[CH:42]=[CH:41][CH:40]=[CH:39][CH:38]=1>ClCCl>[F:26][C:23]1[CH:22]=[CH:21][C:20]([N:19]2[C:10]3=[C:11]4[C:15](=[C:6]5[N:5]([CH3:27])[CH:4]=[CH:3][C:2]([NH:1][S:43]([C:37]6[CH:42]=[CH:41][CH:40]=[CH:39][CH:38]=6)(=[O:45])=[O:44])=[C:7]5[CH:8]=[CH:9]3)[C:14](=[O:16])[NH:13][C:12]4=[CH:17][CH2:18]2)=[CH:25][CH:24]=1. Starting materials: NC=1C=CN(C=2C1C=CC1=C3C(NC(C23)=O)=CCN1C1=CC=C(C=C1)F)C (8-amino-5-(4-fluorophenyl)-11-methyl-2,4,5,11-tetrahydro-1H-2,5,11-triazadibenzo[cd,h]azulen-1-one), C(C)(C)N(C(C)C)CC (N,N-diisopropylethylamine), C1(=CC=CC=C1)S(=O)(=O)Cl (benzenesulfonyl chloride), C(C)(C)N(C(C)C)CC (N,N-diisopropylethylamine), Example 23e. Yields the product FC1=CC=C(C=C1)N1CC=C2NC(C3=C4C(C=CC1=C23)=C(C=CN4C)NS(=O)(=O)C4=CC=CC=C4)=O (N-(5-(4-fluorophenyl)-11-methyl-1-oxo-2,4,5,11-tetrahydro-1H-2,5,11-triazadibenzo[cd,h]azulen-8-yl)benzenesulfonamide). Conditions: time 8 hour. Solvent: ClCCl (dichloromethane).